Dataset: the Open Reaction Database (ORD), a public repository of structured organic reaction records. Task: describe an organic reaction: reactants, conditions, products, and yield Starting materials: C(#N)C1(CCN(CC1)C(=O)OC(C)(C)C)C1=NOC(=C1)C (tert-butyl 4-cyano-4-(5-methylisoxazol-3-yl)piperidine-1-carboxylate). Solvent: ClCCl (dichloromethane). Run at time 1 hour. Product: NCC1(CCN(CC1)C(=O)OC(C)(C)C)C1=NOC(=C1)C (tert-butyl 4-(aminomethyl)-4-(5-methylisoxazol-3-yl)piperidine-1-carboxylate). The yield is 107.0%. As a reaction SMILES: [C:1]([C:3]1([C:16]2[CH:20]=[C:19]([CH3:21])[O:18][N:17]=2)[CH2:8][CH2:7][N:6]([C:9]([O:11][C:12]([CH3:15])([CH3:14])[CH3:13])=[O:10])[CH2:5][CH2:4]1)#[N:2]>ClCCl>[NH2:2][CH2:1][C:3]1([C:16]2[CH:20]=[C:19]([CH3:21])[O:18][N:17]=2)[CH2:8][CH2:7][N:6]([C:9]([O:11][C:12]([CH3:15])([CH3:14])[CH3:13])=[O:10])[CH2:5][CH2:4]1. Reported procedure: 470 mg tert-butyl 4-cyano-4-(5-methylisoxazol-3-yl)piperidine-1-carboxylate and 1.24 g Bu4NBH4 were dissolved in 10 ml dichloromethane in a sealed tube and heated in a microwave reactor to 80 C for 1 hour. The reaction mixture was cooled to room temperature, the vial opened and the excess borohydride was quenched by slow addition of 5 ml MeOH. After stirring for 1 hour the vial was re-sealed and heated to 100 C. for 20 minutes (to hydrolyse the boron complex of the product). The reaction mixture... Starting materials: IC=1C=CC2=C(C(OC(N2CC2=CC=C(C=C2)OC)=O)(C(F)(F)F)CNC(C2=CC=C(C=C2)F)=O)C1 (N-{[6-iodo-1-(4-methoxybenzyl)-2-oxo-4-(trifluoromethyl)-1,4-dihydro-2H-3,1-benzoxazin-4-yl]methyl}-4-fluorobenzamide), N1N=CN=C1 (1,2,4-triazole), P(=O)([O-])([O-])[O-].[K+].[K+].[K+] (potassium phosphate), CNCCNC (N,N′-dimethylethylenediamine). Reagents/catalysts: [Cu](I)I (copper iodide). Run in C(C)(=O)OCC (ethyl acetate), CN(C)C=O (DMF). Conditions: temperature 110 celsius. Product: FC1=CC=C(C(=O)NCC2(OC(NC3=C2C=C(C=C3)N3N=CN=C3)=O)C(F)(F)F)C=C1 (4-fluoro-N-{[2-oxo-6-(1H-1,2,4-triazol-1-yl)-4-(trifluoromethyl)-1,4-dihydro-2H-3,1-benzoxazin-4-yl]methyl}benzamide). As a reaction SMILES: I[C:2]1[CH:3]=[CH:4][C:5]2[N:10](CC3C=CC(OC)=CC=3)[C:9](=[O:20])[O:8][C:7]([CH2:25][NH:26][C:27](=[O:35])[C:28]3[CH:33]=[CH:32][C:31]([F:34])=[CH:30][CH:29]=3)([C:21]([F:24])([F:23])[F:22])[C:6]=2[CH:36]=1.[NH:37]1[CH:41]=[N:40][CH:39]=[N:38]1.P([O-])([O-])([O-])=O.[K+].[K+].[K+].CNCCNC>CN(C=O)C.C(OCC)(=O)C.[Cu](I)I>[F:34][C:31]1[CH:32]=[CH:33][C:28]([C:27]([NH:26][CH2:25][C:7]2([C:21]([F:22])([F:23])[F:24])[C:6]3[CH:36]=[C:2]([N:37]4[CH:41]=[N:40][CH:39]=[N:38]4)[CH:3]=[CH:4][C:5]=3[NH:10][C:9](=[O:20])[O:8]2)=[O:35])=[CH:29][CH:30]=1 |f:2.3.4.5|. Procedure details: A solution of N-{[6-iodo-1-(4-methoxybenzyl)-2-oxo-4-(trifluoromethyl)-1,4-dihydro-2H-3,1-benzoxazin-4-yl]methyl}-4-fluorobenzamide (50 mg, 0.081 mmol), 1,2,4-triazole (16.9 mg, 0.244 mmol), potassium phosphate (25.9 mg, 0.122 mmol), N,N′-dimethylethylenediamine (6.9 μL, 0.065 mmol) and copper iodide (I) (3.1 mg, 0.016 mmol) in DMF (0.4 mL) was stirred for 1 hour under heating at 110° C. The temperature of the solution was brought to room temperature, and the solution was diluted with ethyl acet... Starting materials: C(C)(C)O (Isopropanol), N12CCCN=C2CCC1 (1,5-diazabicyclo -[4.3.0]non-5-ene), ClC1=C(C(=O)O)C=C(C(=C1)F)C1=C(N(C(=C1Br)C(F)(F)F)C)Br (2-chloro-5-(2,4-dibromo-1-methyl-5-trifluorometh-ylpyrrol-3-yl)-4-fluorobenzoic acid), N,N′-carbonyldiimidazole, O (water). The solvent is CN(C)C=O (DMF). Conditions: temperature 40 celsius. Yields the product ClC1=C(C(=O)OC(C)C)C=C(C(=C1)F)C1=C(N(C(=C1Br)C(F)(F)F)C)Br (1-methylethyl 2-chloro-5-(2,4-dibromo-1-methyl-5-trifluoromethylpyrrol-3-yl)-4-fluorobenzoate). The yield is 47.9%. RXN SMILES: [CH:1]([OH:4])([CH3:3])[CH3:2].N12CCCC1=NCCC2.[Cl:14][C:15]1[CH:23]=[C:22]([F:24])[C:21]([C:25]2[C:29]([Br:30])=[C:28]([C:31]([F:34])([F:33])[F:32])[N:27]([CH3:35])[C:26]=2[Br:36])=[CH:20][C:16]=1[C:17](O)=[O:18].O>CN(C=O)C>[Cl:14][C:15]1[CH:23]=[C:22]([F:24])[C:21]([C:25]2[C:29]([Br:30])=[C:28]([C:31]([F:33])([F:34])[F:32])[N:27]([CH3:35])[C:26]=2[Br:36])=[CH:20][C:16]=1[C:17]([O:4][CH:1]([CH3:3])[CH3:2])=[O:18]. Procedure: Isopropanol (0.2 g; 3.2 mmoles), 1,5-diazabicyclo -[4.3.0]non-5-ene (0.21 g; 1.6 mmoles) are added to a mixture of 2-chloro-5-(2,4-dibromo-1-methyl-5-trifluorometh-ylpyrrol-3-yl)-4-fluorobenzoic acid (0.8 g; 1.6 mmoles) and N,N′-carbonyldiimidazole (0.77 g; 1.6 mmoles) in DMF (4 ml) heated to 40° C. for 1.5 hours, and the mixture is heated to 40° C. for 2 hours. The reaction mixture is poured into water (10 ml), extracted with ethyl ether (3×20 ml), the ether phase is washed with a saturated sol...